This data is from the Open Reaction Database (ORD), a public repository of structured organic reaction records. The task is: describe an organic reaction: reactants, conditions, products, and yield Reactants: ice, [H-].[Na+] (sodium hydride), N[C@H](CO)C(C)C ((S)-2-amino-3-methylbutan-1-ol), ClCC(=O)OCC (ethyl chloroacetate). The solvent is C1(=CC=CC=C1)C (toluene), C1(=CC=CC=C1)C (toluene), C1(=CC=CC=C1)C (toluene). Yields the product C(C)(C)[C@H]1COCC(N1)=O ((S)-5-isopropylmorpholin-3-one). Yield: 67.2%. RXN SMILES: [H-].[Na+].[NH2:3][C@@H:4]([CH:7]([CH3:9])[CH3:8])[CH2:5][OH:6].Cl[CH2:11][C:12](OCC)=[O:13]>C1(C)C=CC=CC=1>[CH:7]([C@@H:4]1[NH:3][C:12](=[O:13])[CH2:11][O:6][CH2:5]1)([CH3:9])[CH3:8] |f:0.1|. Reported procedure: To an ice-cold, stirred suspension of sodium hydride (2.59 g, 64.8 mmol) in toluene (90 mL) was added dropwise a solution of (S)-2-amino-3-methylbutan-1-ol (3 g, 29.1 mmol) in toluene (60 mL). The reaction was then warmed to room temperature and a solution of ethyl chloroacetate (3.56 g, 29.1 mmol) in toluene (16 mL) was added dropwise. The resulting mixture was heated to reflux for 20 h under nitrogen and then concentrated under vacuum. The residue was purified by flash chromatography to afford... Starting materials: C(Cl)Cl (CH2Cl2), CC(C)(OC(=O)N[C@@H](CC1=C(C=C(C=C1C)O)C)C(=O)N[C@H](C)C(=O)O)C (N-[(1,1-dimethylethoxy)carbonyl]-2,6-dimethyl-tyrosyl-D-alanine), CN1CCOCC1 (NMM), C1(=CC=CC=C1)CCCN (3-phenylpropylamine). The solvent is CCOC(=O)C (EtOAc). Run at temperature -45 celsius, time 8 hour. Product: CC(C)(OC(=O)N[C@@H](CC1=C(C=C(C=C1C)O)C)C(=O)N[C@H](C)C(=O)NCCCC1=CC=CC=C1)C (N-[(1,1-dimethylethoxy)carbonyl]-2,6-dimethyl-tyrosyl-N-(3-phenylpropyl)-D-alaninamide). Reaction SMILES: C(Cl)Cl.[CH3:4][C:5]([CH3:30])([O:7][C:8]([NH:10][C@H:11]([C:22]([NH:24][C@@H:25]([C:27]([OH:29])=O)[CH3:26])=[O:23])[CH2:12][C:13]1[C:18]([CH3:19])=[CH:17][C:16]([OH:20])=[CH:15][C:14]=1[CH3:21])=[O:9])[CH3:6].CN1CCOCC1.[C:38]1([CH2:44][CH2:45][CH2:46][NH2:47])[CH:43]=[CH:42][CH:41]=[CH:40][CH:39]=1>CCOC(C)=O>[CH3:4][C:5]([CH3:6])([O:7][C:8]([NH:10][C@H:11]([C:22]([NH:24][C@@H:25]([C:27]([NH:47][CH2:46][CH2:45][CH2:44][C:38]1[CH:43]=[CH:42][CH:41]=[CH:40][CH:39]=1)=[O:29])[CH3:26])=[O:23])[CH2:12][C:13]1[C:18]([CH3:19])=[CH:17][C:16]([OH:20])=[CH:15][C:14]=1[CH3:21])=[O:9])[CH3:30]. Procedure details: A CH2Cl2 solution (100 ml) of the title compound from Example 9, (16.6 g, 43.6 mmole) was charged with 4.4 g (43.6 mmoles) of NMM and cooled to -45° C. To this solution was added 5.7 g (43.6 mmole) of IBCF and the mixture warmed to 10° C. The solution was then cooled to -25° C. before adding 7.4 g (54.5 mmole) of 3-phenylpropylamine. After allowing the reaction to warm to room temperature and stand overnight, it was diluted with 300 ml of EtOAc and extracted with three 100 ml portions of 0.5N KH...